Dataset: the Open Reaction Database (ORD), a public repository of structured organic reaction records. Task: describe an organic reaction: reactants, conditions, products, and yield The reactants are CSc1ccc(C=O)s1, N#CCS(=O)(=O)NCCCc1ccccc1. Product: CSc1ccc(C=C(C#N)S(=O)(=O)NCCCc2ccccc2)s1. RXN SMILES: [CH3:1][S:2][c:3]1[s:4][c:5]([CH:8]=[O:9])[cH:6][cH:7]1.[c:10]1([CH2:16][CH2:17][CH2:18][NH:19][S:20](=[O:21])(=[O:22])[CH2:23][C:24]#[N:25])[cH:11][cH:12][cH:13][cH:14][cH:15]1>>[CH3:1][S:2][c:3]1[s:4][c:5]([CH:8]=[C:23]([S:20]([NH:19][CH2:18][CH2:17][CH2:16][c:10]2[cH:11][cH:12][cH:13][cH:14][cH:15]2)(=[O:21])=[O:22])[C:24]#[N:25])[cH:6][cH:7]1. The reactants are IC1=CC=C(C=C1)O (4-iodophenol), BrCC(C)C (1-bromo-2-methylpropane), C(=O)([O-])[O-].[K+].[K+] (K2CO3), CN(C)C=O (DMF). Solvent: O (water). Run at temperature 80 celsius, time 4 hour. Product: IC1=CC=C(C=C1)OCC(C)C (1-Iodo-4-isobutoxybenzene). As a reaction SMILES: [I:1][C:2]1[CH:7]=[CH:6][C:5]([OH:8])=[CH:4][CH:3]=1.Br[CH2:10][CH:11]([CH3:13])[CH3:12].C([O-])([O-])=O.[K+].[K+].CN(C=O)C>O>[I:1][C:2]1[CH:7]=[CH:6][C:5]([O:8][CH2:10][CH:11]([CH3:13])[CH3:12])=[CH:4][CH:3]=1 |f:2.3.4|. Reported procedure: 3.0 g (13.64 mmol) 4-iodophenol, 1.6 mL (15.00 mmol) 1-bromo-2-methylpropane and 7.5 g (54.54 mmol) K2CO3 are added to 30 mL DMF and stirred at 80° C. for 4 h. Afterwards the reaction mixture is diluted with water and extracted with EtOAc. The organic layer is washed with diluted aq. NaOH (2×) and water (2×), dried with MgSO4 and the solvent is removed in vacuo. The crude product is used without further purification. Starting materials: C(C)(C)N(C(C)C)CC (N,N-Diisopropylethylamine), CC1=NC2=CC=CC(=C2C=C1)N1CCNCC1 (2-Methyl-5-(1-piperazinyl)quinoline), CS(=O)(=O)OCCC1=CC(=CC=C1)[N+](=O)[O-] (2-(3-nitrophenyl)ethyl methanesulfonate). Run in CN(C=O)C (dimethylformamide). Conditions: temperature 100 celsius. Yields the product CC1=NC2=CC=CC(=C2C=C1)N1CCN(CC1)CCC1=CC(=CC=C1)[N+](=O)[O-] (2-Methyl-5-{4-[2-(3-nitrophenyl)ethyl]-1-piperazinyl}quinoline). The yield is 64.0%. RXN SMILES: C(N(CC)C(C)C)(C)C.[CH3:10][C:11]1[CH:20]=[CH:19][C:18]2[C:13](=[CH:14][CH:15]=[CH:16][C:17]=2[N:21]2[CH2:26][CH2:25][NH:24][CH2:23][CH2:22]2)[N:12]=1.CS(O[CH2:32][CH2:33][C:34]1[CH:39]=[CH:38][CH:37]=[C:36]([N+:40]([O-:42])=[O:41])[CH:35]=1)(=O)=O>CN(C)C=O>[CH3:10][C:11]1[CH:20]=[CH:19][C:18]2[C:13](=[CH:14][CH:15]=[CH:16][C:17]=2[N:21]2[CH2:26][CH2:25][N:24]([CH2:32][CH2:33][C:34]3[CH:39]=[CH:38][CH:37]=[C:36]([N+:40]([O-:42])=[O:41])[CH:35]=3)[CH2:23][CH2:22]2)[N:12]=1. Procedure details: N,N-Diisopropylethylamine (0.8 mL; 5 eq) was added to a solution of 2-methyl-5-(1-piperazinyl)quinoline (D3) (0.2 g; 1 eq) and 2-(3-nitrophenyl)ethyl methanesulfonate (D4) (0.22; 1 eq) in dimethylformamide (1.5 mL). The reaction mixture was heated to 100° C. for 10 hours. The dark solution was concentrated under reduced pressure, diluted with water (3 mL) and brine (1 mL) and extracted into ethyl acetate (3×3 mL). The organic layers were combined, dried over Na2SO4 and concentrated under reduced... Starting materials: CC(C)(C)NC[C@@H](COC=1C(=NSN1)N2CCOCC2)O.Cl (Timolol HCl), chitosan-4-thio-butyl-amidine. Solvent: C(C)(=O)[O-] (acetate). Product: CC(C)(C)NC[C@@H](COC=1C(=NSN1)N2CCOCC2)O (Timolol). RXN SMILES: [CH3:1][C:2]([NH:5][CH2:6][C@H:7]([OH:21])[CH2:8][O:9][C:10]1[C:11]([N:15]2[CH2:20][CH2:19][O:18][CH2:17][CH2:16]2)=[N:12][S:13][N:14]=1)([CH3:4])[CH3:3].Cl>C([O-])(=O)C>[CH3:4][C:2]([NH:5][CH2:6][C@H:7]([OH:21])[CH2:8][O:9][C:10]1[C:11]([N:15]2[CH2:20][CH2:19][O:18][CH2:17][CH2:16]2)=[N:12][S:13][N:14]=1)([CH3:1])[CH3:3] |f:0.1|. Procedure: Timolol HCl (3-tert-butylamino-1-[(4-morpholino-1,2,5-thiadiazol-3-yl)oxy]-2-propanol) is a beta-blocker for treatment of glaucoma. The drug is dissolved in a final concentration of 0.5% (m/v) in 20 mM acetate buffer pH 5.2. After the addition of chitosan-4-thio-butyl-amidine conjugate in a final concentration of 0.1% (m/v) and a preservative in a final concentration of 0.03% (m/v), the pH-value is readjusted to pH 5.2. Remaining oxygen is removed by bubbling the solution with nitrogen. The resu... The reactants are Cl (hydrochloric acid), COC(CCCCCSC1=C(C[C@H]([C@@H]1\C=C\[C@H](C[C@H](CCCC)C)O)O)OCCCC)=O (Methyl(11R,12S,13E,15S,17S)-9-butyloxy-11,15-dihydroxy-17,20-dimethyl-7-thiaprosta-8,13-dienoate), P(=O)([O-])([O-])[O-] (phosphate), methyl ester, S(=O)(=O)([O-])[O-].[NH4+].[NH4+] (ammonium sulfate). Run in CC(=O)C (acetone). Reaction conditions: time 5 hour. Yields the product C(CCC)OC1=C(SCCCCCC(=O)O)[C@H]([C@@H](C1)O)\C=C\[C@H](C[C@H](CCCC)C)O ((11R,12S,13E,15S,17S)-9-butyloxy-11,15-dihydroxy-17,20-dimethyl-7-thiaprosta-8,13-dienoic acid). The yield is 13.9%. Reaction SMILES: C[O:2][C:3](=[O:32])[CH2:4][CH2:5][CH2:6][CH2:7][CH2:8][S:9][C:10]1[C@@H:14](/[CH:15]=[CH:16]/[C@@H:17]([OH:25])[CH2:18][C@@H:19]([CH3:24])[CH2:20][CH2:21][CH2:22][CH3:23])[C@H:13]([OH:26])[CH2:12][C:11]=1[O:27][CH2:28][CH2:29][CH2:30][CH3:31].P([O-])([O-])([O-])=O.Cl.S([O-])([O-])(=O)=O.[NH4+].[NH4+]>CC(C)=O>[CH2:28]([O:27][C:11]1[CH2:12][C@@H:13]([OH:26])[C@H:14](/[CH:15]=[CH:16]/[C@@H:17]([OH:25])[CH2:18][C@@H:19]([CH3:24])[CH2:20][CH2:21][CH2:22][CH3:23])[C:10]=1[S:9][CH2:8][CH2:7][CH2:6][CH2:5][CH2:4][C:3]([OH:32])=[O:2])[CH2:29][CH2:30][CH3:31] |f:3.4.5|. Procedure details: Methyl(11R,12S,13E,15S,17S)-9-butyloxy-11,15-dihydroxy-17,20-dimethyl-7-thiaprosta-8,13-dienoate (51 mg, 0.11 mmol) was dissolved in acetone (1 ml). To this solution was added a pH 8 phosphate buffer (10 ml). Further esterase (from porcine liver made by Sigma Co., 114 μl) was added and the mixture was stirred at room temperature for five hours. Further in a state with methyl ester remaining, the reaction solution was ice cooled, was made pH 4 by dilute hydrochloric acid, and was saturated by amm... Reactants: ClCOCC[Si](C)(C)C ([2-(Chloromethoxy)ethyl]trimethylsilane), BrC=1C(=NC(=NC1)NS(=O)(=O)C)C.[K] (Potassium N-(5-bromo-4-methyl-2-pyrimidinyl)methanesulfonamide), O (water). Run in CN(C)C=O (DMF). Reaction conditions: time 20 minute. Product: BrC=1C(=NC(=NC1)N(S(=O)(=O)C)COCC[Si](C)(C)C)C (N-(5-Bromo-4-methyl-2-pyrimidinyl)-N-[[2-(trimethylsilyl)ethoxy]methyl]methanesulfonamide). Reaction SMILES: Cl[CH2:2][O:3][CH2:4][CH2:5][Si:6]([CH3:9])([CH3:8])[CH3:7].[Br:10][C:11]1[C:12]([CH3:22])=[N:13][C:14]([NH:17][S:18]([CH3:21])(=[O:20])=[O:19])=[N:15][CH:16]=1.[K].O>CN(C=O)C>[Br:10][C:11]1[C:12]([CH3:22])=[N:13][C:14]([N:17]([CH2:2][O:3][CH2:4][CH2:5][Si:6]([CH3:9])([CH3:8])[CH3:7])[S:18]([CH3:21])(=[O:20])=[O:19])=[N:15][CH:16]=1 |f:1.2,^1:22|. Procedure: [2-(Chloromethoxy)ethyl]trimethylsilane (0.4 ml) was added to a solution of the product from step (i) in DMF (10 ml) and stirred for 20 min. The mixture was poured into water, extracted with ether, washed with brine, dried (MgSO4) and evaporated. The residue was purified by chromatography on silica eluting with 20% EtOAc/isohexane. Yield 0.53 g.